Dataset: the Open Reaction Database (ORD), a public repository of structured organic reaction records. Task: describe an organic reaction: reactants, conditions, products, and yield Reactants: [BH4-], CCO, CC(=O)C=CCC(C)CCC=C(C)C, [K+], [Na+], [OH-]. The product is CCOC(C)(C)CCCC(C)CC=CC(C)=O. RXN SMILES: [BH4-:17].[CH3:19][CH2:20][OH:21].[CH3:1][CH:2]([CH2:3][CH:4]=[CH:5][C:6]([CH3:7])=[O:8])[CH2:9][CH2:10][CH:11]=[C:12]([CH3:13])[CH3:14].[K+:16].[Na+:18].[OH-:15]>>[CH3:1][CH:2]([CH2:3][CH:4]=[CH:5][C:6]([CH3:7])=[O:8])[CH2:9][CH2:10][CH2:11][C:12]([CH3:13])([CH3:14])[O:21][CH2:20][CH3:19]. Reactants: CC(C)(C)c1cc(C(=O)O)cc(C(C)(C)C)c1O, C1CCOC1, C(=NC1CCCCC1)=NC1CCCCC1, Nc1ccc([N+](=O)[O-])cc1. Yields the product CC(C)(C)c1cc(C(=O)Nc2ccc([N+](=O)[O-])cc2)cc(C(C)(C)C)c1O. As a reaction SMILES: [C:11]([CH3:12])([CH3:13])([CH3:14])[c:15]1[cH:16][c:17]([C:18](=[O:19])[OH:20])[cH:21][c:22]([C:25]([CH3:26])([CH3:27])[CH3:28])[c:23]1[OH:24].[CH2:44]1[O:45][CH2:46][CH2:47][CH2:48]1.[CH:29]1([N:30]=[C:31]=[N:32][CH:33]2[CH2:34][CH2:35][CH2:36][CH2:37][CH2:38]2)[CH2:39][CH2:40][CH2:41][CH2:42][CH2:43]1.[NH2:1][c:2]1[cH:3][cH:4][c:5]([N+:8]([O-:9])=[O:10])[cH:6][cH:7]1>>[NH:1]([c:2]1[cH:3][cH:4][c:5]([N+:8]([O-:9])=[O:10])[cH:6][cH:7]1)[C:18]([c:17]1[cH:16][c:15]([C:11]([CH3:12])([CH3:13])[CH3:14])[c:23]([OH:24])[c:22]([C:25]([CH3:26])([CH3:27])[CH3:28])[cH:21]1)=[O:19]. Product: Cc1ccc(C(C)(C)C)cc1C#Cc1ccc(C=CC(=O)O)cc1. The reactants are CCOC(=O)C=Cc1ccc(C#Cc2cc(C(C)(C)C)ccc2C)cc1, CCO, [K+], C1CCOC1, [OH-]. As a reaction SMILES: [CH2:1]([CH3:2])[O:3][C:4]([CH:5]=[CH:6][c:7]1[cH:8][cH:9][c:10]([C:13]#[C:14][c:15]2[c:16]([CH3:25])[cH:17][cH:18][c:19]([C:21]([CH3:22])([CH3:23])[CH3:24])[cH:20]2)[cH:11][cH:12]1)=[O:26].[CH3:29][CH2:30][OH:31].[K+:28].[O:32]1[CH2:33][CH2:34][CH2:35][CH2:36]1.[OH-:27]>>[O:3]=[C:4]([CH:5]=[CH:6][c:7]1[cH:8][cH:9][c:10]([C:13]#[C:14][c:15]2[c:16]([CH3:25])[cH:17][cH:18][c:19]([C:21]([CH3:22])([CH3:23])[CH3:24])[cH:20]2)[cH:11][cH:12]1)[OH:26].